This data is from the Open Reaction Database (ORD), a public repository of structured organic reaction records. The task is: describe an organic reaction: reactants, conditions, products, and yield Starting materials: OC1=C(C=CC(=C1)N1N=C(C(=N1)C)C1=CC=CC=C1)C1N(C(N(C(N1C)=O)C)=O)C (6-[2-hydroxy-4-(4-methyl-5-phenyl-1,2,3-triazol-2-yl)-phenyl]-2,4-dioxo-1,3,5-trimethyl-hexahydro-s-triazine), [OH-].[Na+] (sodium hydroxide). Solvent: O (water). Conditions: temperature 102 celsius, time 4 hour. Product: CC1=NN(N=C1C1=CC=CC=C1)C=1C=C(C(C=O)=CC1)O (4-[4-Methyl-5-phenyl-1,2,3-triazol-2-yl]-salicylaldehyde). Yield: 89.0%. Reaction SMILES: [OH:1][C:2]1[CH:7]=[C:6]([N:8]2[N:12]=[C:11]([CH3:13])[C:10]([C:14]3[CH:19]=[CH:18][CH:17]=[CH:16][CH:15]=3)=[N:9]2)[CH:5]=[CH:4][C:3]=1[CH:20]1N(C)C(=O)N(C)C(=O)N1C.[OH-:31].[Na+]>O>[CH3:13][C:11]1[C:10]([C:14]2[CH:15]=[CH:16][CH:17]=[CH:18][CH:19]=2)=[N:9][N:8]([C:6]2[CH:7]=[C:2]([OH:1])[C:3](=[CH:4][CH:5]=2)[CH:20]=[O:31])[N:12]=1 |f:1.2|. Procedure details: A mixture of 570 g of 6-[2-hydroxy-4-(4-methyl-5-phenyl-1,2,3-triazol-2-yl)-phenyl]-2,4-dioxo-1,3,5-trimethyl-hexahydro-s-triazine, 2,940 ml of water and 560 g of sodium hydroxide is heated for 22 hours at 102° C. It is then cooled to 15° C. and the sodium salt which has separated out is filtered off and introduced into a mixture of 700 g of ice, 700 ml of water and 237 ml of 37% strength hydrochloric acid. After stirring for four hours, the salicylaldehyde produced is filtered off, washed with ... The reactants are C(CCCCCCCCC)NC(C=C(C1=CC=C(C=C1)[N+](=O)[O-])C1=CC=CC=C1)=O (N-decyl-3-phenyl-3-(4-nitrophenyl)propenamide). Reagents/catalysts: [Fe] (iron). Run in C(C)(=O)O (acetic acid). Reaction conditions: time 20 minute. Product: C(CCCCCCCCC)NC(C=C(C1=CC=C(C=C1)N)C1=CC=CC=C1)=O (N-Decyl-3-phenyl-3-(4-aminophenyl)propenamide). As a reaction SMILES: [CH2:1]([NH:11][C:12](=[O:30])[CH:13]=[C:14]([C:24]1[CH:29]=[CH:28][CH:27]=[CH:26][CH:25]=1)[C:15]1[CH:20]=[CH:19][C:18]([N+:21]([O-])=O)=[CH:17][CH:16]=1)[CH2:2][CH2:3][CH2:4][CH2:5][CH2:6][CH2:7][CH2:8][CH2:9][CH3:10]>[Fe].C(O)(=O)C>[CH2:1]([NH:11][C:12](=[O:30])[CH:13]=[C:14]([C:24]1[CH:29]=[CH:28][CH:27]=[CH:26][CH:25]=1)[C:15]1[CH:16]=[CH:17][C:18]([NH2:21])=[CH:19][CH:20]=1)[CH2:2][CH2:3][CH2:4][CH2:5][CH2:6][CH2:7][CH2:8][CH2:9][CH3:10]. Procedure: To a stirred solution of 5.6 g. of N-decyl-3-phenyl-3-(4-nitrophenyl)propenamide in 80 ml. of glacial acetic acid, at 85° C., was added, portionwise, during 20 minutes, 3.85 g. of iron powder. The reaction was exothermic and the temperature was between 85° and 90° C. during the addition. After the addition, the reaction mixture was filtered and the solids were washed with further hot acetic acid. The combined acetic acid solutions were evaporated in vacuo and the residue was partitioned between ... Reactants: C(O)([O-])=O.[Na+] (sodium hydrogen carbonate), aqueous solution, S(=O)(=O)(O)[O-].[K+] (potassium hydrogen sulfate), Cl.C1=CC=CC=2C3=CC=CC=C3C(C12)COC(=O)NN (N-(9H-9-fluorenylmethoxycarbonyl)hydrazine hydrochloride), Cl.C1=CC=CC=2C3=CC=CC=C3C(C12)COC(=O)NN (N-(9H-9-fluorenylmethoxycarbonyl)hydrazine hydrochloride), C([C@H](O)[C@@H](O)C(=O)O)(=O)O (L-(+)-tartaric acid), C([C@H](O)[C@@H](O)C(=O)O)(=O)O (L-(+)-tartaric acid), C(C)(C)N(CC)C(C)C (diisopropylethylamine), Cl.C(C)N=C=NCCCN(C)C (1-ethyl-3-(3-dimethylaminopropyl)-carbodiimide hydrochloride). Solvent: C(C)OCC (diethyl ether), CN(C=O)C (N,N-dimethylformamide). Run at time 8 hour. Yields the product C1=CC=CC=2C3=CC=CC=C3C(C12)COC(=O)NNC(C(C(C(=O)O)O)O)=O (4-[N′-(9H-fluoren-9-ylmethoxycarbonyl)-hydrazino]-2,3-dihydroxy-4-oxo-butanoic acid). Yield: 62.1%. Reaction SMILES: Cl.[CH:2]1[C:14]2[CH:13]([CH2:15][O:16][C:17]([NH:19][NH2:20])=[O:18])[C:12]3[C:7](=[CH:8][CH:9]=[CH:10][CH:11]=3)[C:6]=2[CH:5]=[CH:4][CH:3]=1.[C:21](O)(=[O:29])[C@@H:22]([C@H:24]([C:26]([OH:28])=[O:27])[OH:25])[OH:23].C(N(C(C)C)CC)(C)C.Cl.C(N=C=NCCCN(C)C)C.C(=O)([O-])O.[Na+].S([O-])(O)(=O)=O.[K+]>C(OCC)C.CN(C)C=O>[CH:11]1[C:12]2[CH:13]([CH2:15][O:16][C:17]([NH:19][NH:20][C:21](=[O:29])[CH:22]([OH:23])[CH:24]([OH:25])[C:26]([OH:28])=[O:27])=[O:18])[C:14]3[C:6](=[CH:5][CH:4]=[CH:3][CH:2]=3)[C:7]=2[CH:8]=[CH:9][CH:10]=1 |f:0.1,4.5,6.7,8.9|. Procedure details: N-(9H-9-fluorenylmethoxycarbonyl)hydrazine hydrochloride (Compound 40; 500 mg, 1.72 mmol) and L-(+)-tartaric acid (Compound 15; 634 mg, 4.22 mmol) were dissolved by the addition of N,N-dimethylformamide (10 ml) and diisopropylethylamine (300 μl, 1.72 mmol). Next, 1-ethyl-3-(3-dimethylaminopropyl)-carbodiimide hydrochloride (485 mg, 2.53 mmol) was added, and this was followed by overnight stirring at room temperature. This was concentrated under reduced pressure; to the residue obtained, aqueous ... The solvent is O1CCCC1 (tetrahydrofuran). The product is O[C@@H]1C=C2C=C[C@@H]([C@@H]([C@H]2[C@H](C1)OC(C(C)(C)OC1=CC=C(C=C1)[N+](=O)[O-])=O)CC[C@@H]1C[C@H](CC(O1)=O)O)C ((4R,6R)-6-([1S,2S,6S,8S,8aR]-2-{1,2,6,7,8,8a-Hexahydro-6-hydroxy-8-[2-(4-nitrophenoxy)-2-methylpropionyloxy]-2-methyl-1-naphthyl}ethyl)tetrahydro-4-hydroxy-2 H -pyran-2-one). Yield: 97.9%. As a reaction SMILES: [Si]([O:8][C@H:9]1[CH2:18][C@H:17]([O:19][C:20](=[O:34])[C:21]([O:24][C:25]2[CH:30]=[CH:29][C:28]([N+:31]([O-:33])=[O:32])=[CH:27][CH:26]=2)([CH3:23])[CH3:22])[C@H:16]2[C:11]([CH:12]=[CH:13][C@H:14]([CH3:52])[C@@H:15]2[CH2:35][CH2:36][C@H:37]2[O:42][C:41](=[O:43])[CH2:40][C@H:39]([O:44][Si](C(C)(C)C)(C)C)[CH2:38]2)=[CH:10]1)(C(C)(C)C)(C)C.[F-].C([N+](CCCC)(CCCC)CCCC)CCC>O1CCCC1>[OH:8][C@H:9]1[CH2:18][C@H:17]([O:19][C:20](=[O:34])[C:21]([O:24][C:25]2[CH:30]=[CH:29][C:28]([N+:31]([O-:33])=[O:32])=[CH:27][CH:26]=2)([CH3:22])[CH3:23])[C@H:16]2[C:11]([CH:12]=[CH:13][C@H:14]([CH3:52])[C@@H:15]2[CH2:35][CH2:36][C@H:37]2[O:42][C:41](=[O:43])[CH2:40][C@H:39]([OH:44])[CH2:38]2)=[CH:10]1 |f:1.2|. Starting materials: [Si](C)(C)(C(C)(C)C)O[C@@H]1C=C2C=C[C@@H]([C@@H]([C@H]2[C@H](C1)OC(C(C)(C)OC1=CC=C(C=C1)[N+](=O)[O-])=O)CC[C@@H]1C[C@H](CC(O1)=O)O[Si](C)(C)C(C)(C)C)C ((4R,6R)-6-([1S,2S,6S,8S,8aR]-2-{1,2,6,7,8,8a-Hexahydro-6-t-butyldimethylsilyloxy-8-[2-(4-nitrophenoxy)-2-methylpropionyloxy]-2-methyl-1-naphthyl}ethyl)tetrahydro-4-t-butyldimethylsilyloxy-2H-pyran-2-one), solution, [F-].C(CCC)[N+](CCCC)(CCCC)CCCC (tetrabutylammonium fluoride). Procedure: A procedure similar to that described in Example 2, above, was followed, but using 801 mg of (4R,6R)-6-([1S,2S,6S,8S,8aR]-2-{1,2,6,7,8,8a-hexahydro-6-t-butyldimethylsilyloxy-8-[2-(4-nitrophenoxy)-2-methylpropionyloxy]-2-methyl-1-naphthyl}ethyl)tetrahydro-4-t-butyldimethylsilyloxy-2H-pyran-2-one [prepared as described in Example 184, above] and 14.8 ml of a 1.0 molar solution of tetrabutylammonium fluoride in tetrahydrofuran, to give 548 mg of the title compound as a colorless foam. The reactants are C=1(C(OC)=CC=CC1)OC (veratrol), [N+](=O)(O)[O-] (HNO3). The solvent is CC(=O)O (AcOH). Yields the product [N+](=O)([O-])C=1C=C(C(=CC1)OC)OC (4-nitroveratrol). As a reaction SMILES: [C:1]1([O:9][CH3:10])[C:2](=[CH:5][CH:6]=[CH:7][CH:8]=1)[O:3][CH3:4].[N+:11]([O-])([OH:13])=[O:12]>CC(O)=O>[N+:11]([C:7]1[CH:8]=[C:1]([O:9][CH3:10])[C:2]([O:3][CH3:4])=[CH:5][CH:6]=1)([O-:13])=[O:12]. Procedure details: In SCHEME 5 veratrol (12) is selectively nitrated with 70% HNO3 in AcOH to give 4-nitroveratrol (21). Subsequent reaction of (21) with Buli and TMEDA in THF followed by trimethylborate and hydrochloric acid gives boronic acid (22). Boronic acid (22) is reacted under inert conditions with a brominated aromatic or heteroaromatic ester of generell type (15) under Suzuki-type basic conditions (Pd(PPh3)4 and aqueous sodium bicarbonate in dimethoxyethane) to a biaryl of type (23). Biaryl (23) is furth... The product is ClC1=CC=C(C=C1)C1=CC(=C(S1)NC1=NC(=CC=C1)C(CO)(C)O)C(=O)N (5-(4-Chlorophenyl)-2-{[6-(1,2-dihydroxy-1-methylethyl)pyridin-2-yl]amino}thiophene-3-carboxamide). Reactants: NC=1SC(=CC1C(=O)N)C1=CC=C(C=C1)Cl (2-amino-5-(4-chlorophenyl)thiophene-3-carboxamide), BrC1=CC=CC(=N1)C(CO)(C)O (2-(6-bromopyridin-2-yl)propane-1,2-diol). RXN SMILES: [NH2:1][C:2]1[S:3][C:4]([C:10]2[CH:15]=[CH:14][C:13]([Cl:16])=[CH:12][CH:11]=2)=[CH:5][C:6]=1[C:7]([NH2:9])=[O:8].Br[C:18]1[N:23]=[C:22]([C:24]([OH:28])([CH3:27])[CH2:25][OH:26])[CH:21]=[CH:20][CH:19]=1>>[Cl:16][C:13]1[CH:14]=[CH:15][C:10]([C:4]2[S:3][C:2]([NH:1][C:18]3[CH:19]=[CH:20][CH:21]=[C:22]([C:24]([OH:28])([CH3:27])[CH2:25][OH:26])[N:23]=3)=[C:6]([C:7]([NH2:9])=[O:8])[CH:5]=2)=[CH:11][CH:12]=1. Procedure: The title compound was prepared by using the procedure described in Example 1 with 2-amino-5-(4-chlorophenyl)thiophene-3-carboxamide (240 mg, 0.95 mmol) and 2-(6-bromopyridin-2-yl)propane-1,2-diol (200 mg, 0.86 mmol) as the starting materials.